This data is from the Open Reaction Database (ORD), a public repository of structured organic reaction records. The task is: describe an organic reaction: reactants, conditions, products, and yield Starting materials: ClC1=NC=CC=C1C(O)C=1SC=CC1 (α-(2-chloropyridin-3-yl)-2-thiophenmethanol). Reagents/catalysts: [O-2].[O-2].[Mn+4] (manganese dioxide). The solvent is C1(=CC=CC=C1)C (toluene). Run at time 2 hour. The product is ClC1=NC=CC=C1C(=O)C=1SC=CC1 (2-chloro-3-(2-thiophenecarbonyl)pyridine). Isolated yield 87.5%. RXN SMILES: [Cl:1][C:2]1[C:7]([CH:8]([C:10]2[S:11][CH:12]=[CH:13][CH:14]=2)[OH:9])=[CH:6][CH:5]=[CH:4][N:3]=1>[O-2].[O-2].[Mn+4].C1(C)C=CC=CC=1>[Cl:1][C:2]1[C:7]([C:8]([C:10]2[S:11][CH:12]=[CH:13][CH:14]=2)=[O:9])=[CH:6][CH:5]=[CH:4][N:3]=1 |f:1.2.3|. Procedure: To a toluene (100 ml) solution of α-(2-chloropyridin-3-yl)-2-thiophenmethanol (6.14 g, 27.2 mmol) was added 85% manganese dioxide (25 g, 245 mmol), followed by 2 hours of heating under reflux. The reaction solution was passed through celite and the resulting filtrate was concentrated under a reduced pressure. The resulting residue was purified by silica gel column chromatography (hexane-chloroform) to give 2-chloro-3-(2-thiophenecarbonyl)pyridine (5.32 g, 23.8 mmol, 87%).